This data is from the Open Reaction Database (ORD), a public repository of structured organic reaction records. The task is: describe an organic reaction: reactants, conditions, products, and yield Starting materials: C1(CC1)COC1=C(C=C(C=C1)OC)C=1C2=C(N=CN1)C(=C(N2)C)C(=O)OCC (ethyl 4-(2-cyclopropylmethoxy-5-methoxy-phenyl)-6-methyl-5H-pyrrolo[3,2-d]pyrimidine-7-carboxylate), ClCOCC[Si](C)(C)C ((2-chloromethoxy-ethyl)-trimethyl-silane). The product is C1(CC1)COC1=C(C=C(C=C1)OC)C=1C2=C(N=CN1)C(=C(N2COCC[Si](C)(C)C)C)C(=O)OCC (Ethyl 4-[2-(cyclopropylmethoxy)-5-methoxyphenyl]-6-methyl-5-{[2-(trimethylsilyl)ethoxy]methyl}-5H-pyrrolo[3,2-d]pyrimidine-7-carboxylate). As a reaction SMILES: [CH:1]1([CH2:4][O:5][C:6]2[CH:11]=[CH:10][C:9]([O:12][CH3:13])=[CH:8][C:7]=2[C:14]2[C:15]3[NH:22][C:21]([CH3:23])=[C:20]([C:24]([O:26][CH2:27][CH3:28])=[O:25])[C:16]=3[N:17]=[CH:18][N:19]=2)[CH2:3][CH2:2]1.Cl[CH2:30][O:31][CH2:32][CH2:33][Si:34]([CH3:37])([CH3:36])[CH3:35]>>[CH:1]1([CH2:4][O:5][C:6]2[CH:11]=[CH:10][C:9]([O:12][CH3:13])=[CH:8][C:7]=2[C:14]2[C:15]3[N:22]([CH2:30][O:31][CH2:32][CH2:33][Si:34]([CH3:37])([CH3:36])[CH3:35])[C:21]([CH3:23])=[C:20]([C:24]([O:26][CH2:27][CH3:28])=[O:25])[C:16]=3[N:17]=[CH:18][N:19]=2)[CH2:3][CH2:2]1. Procedure: Starting from ethyl 4-(2-cyclopropylmethoxy-5-methoxy-phenyl)-6-methyl-5H-pyrrolo[3,2-d]pyrimidine-7-carboxylate (example D.a6) and commercially available (2-chloromethoxy-ethyl)-trimethyl-silane the title compound is obtained as yellow viscous oil. Reactants: COC(C)(C)OC (dimethylformaldehyde dimethylacetal), C(C)(C)ON=C(OC1CCN(CC1)C)C=1C=C(C=CC1)N1C=NC2=C1C=CC(=C2)C(C)=O (5-Acetyl-1-(3-(1-methyl-4-piperidyloxycarbonyl)phenyl)benzimidazole O-isopropyl oxime), CN(C)C=O (DMF), ice water. Conditions: temperature 120 celsius. Product: CN(C=CC(=O)C1=CC2=C(N(C=N2)C2=CC(=CC=C2)C(=O)OCC)C=C1)C (5-(3-dimethylaminopropenoyl)-1-(3-(ethoxycarbonyl)phenyl)-benzimidazole). Yield: 62.0%. RXN SMILES: C(ON=[C:6]([C:15]1[CH:16]=[C:17]([N:21]2[C:25]3[CH:26]=[CH:27][C:28]([C:30](=[O:32])[CH3:31])=[CH:29][C:24]=3[N:23]=[CH:22]2)[CH:18]=[CH:19][CH:20]=1)[O:7]C1CCN(C)CC1)(C)C.C[O:34][C:35](OC)(C)[CH3:36].[CH3:40][N:41]([CH:43]=O)[CH3:42]>>[CH3:42][N:41]([CH3:40])[CH:43]=[CH:31][C:30]([C:28]1[CH:27]=[CH:26][C:25]2[N:21]([C:17]3[CH:18]=[CH:19][CH:20]=[C:15]([C:6]([O:34][CH2:35][CH3:36])=[O:7])[CH:16]=3)[CH:22]=[N:23][C:24]=2[CH:29]=1)=[O:32]. Procedure: To a suspension of 5-acetyl-1-(3-(methoxycarbonyl)phenyl)benzimidazole (prepared in analogy with Example 26) (0.6 g, 2.04 mmol) in anhydrous DMF (5 ml) was added dimethylformaldehyde dimethylacetal (0.43 ml, 3.24 mmol) and the mixture was heated to 120° C. under a stream of nitrogen overnight. The cooled mixture was poured into ice-water (25 ml) and the precipitate was filtered off and purified by column-chromatography on silica gel using a mixture of ethyl acetate and methanol (9:1 v/v) as the ... RXN SMILES: [C:13](=[O:14])([OH:15])[CH2:16][CH2:17][CH2:18][O:19][c:20]1[c:21]([O:39][CH3:40])[cH:22][c:23]2[c:24]([NH:30][c:31]3[c:32]([F:38])[cH:33][c:34]([Cl:37])[cH:35][cH:36]3)[n:25][cH:26][n:27][c:28]2[cH:29]1.[CH2:41]1[CH2:42][O:43][CH2:44][CH2:45][NH:46]1.[CH3:2][N:3]([CH3:4])[CH2:5][CH2:6][CH2:7][N:8]=[C:9]=[N:10][CH2:11][CH3:12].[CH3:47][N:48]([CH3:49])[c:50]1[cH:51][cH:52][n:53][cH:54][cH:55]1.[ClH:1].[O:56]=[CH:57][N:58]([CH3:59])[CH3:60]>>[C:13](=[O:14])([CH2:16][CH2:17][CH2:18][O:19][c:20]1[c:21]([O:39][CH3:40])[cH:22][c:23]2[c:24]([NH:30][c:31]3[c:32]([F:38])[cH:33][c:34]([Cl:37])[cH:35][cH:36]3)[n:25][cH:26][n:27][c:28]2[cH:29]1)[N:46]1[CH2:41][CH2:42][O:43][CH2:44][CH2:45]1. Reactants: COc1cc2c(Nc3ccc(Cl)cc3F)ncnc2cc1OCCCC(=O)O, C1COCCN1, CCN=C=NCCCN(C)C, CN(C)c1ccncc1, Cl, CN(C)C=O. The product is COc1cc2c(Nc3ccc(Cl)cc3F)ncnc2cc1OCCCC(=O)N1CCOCC1. The reactants are C(C(=O)Cl)(=O)Cl (oxalyl chloride), COC=1C=C(C=CC1)CC(=O)O (3-methoxyphenylacetic acid), CN(C)C=O (DMF). Run in C(Cl)Cl (methylene chloride). Conditions: time 65 hour. Product: COC=1C=C(C=CC1)CC(=O)Cl (3-methoxyphenylacetyl chloride). As a reaction SMILES: [C:1](Cl)(=O)[C:2]([Cl:4])=[O:3].[CH3:7][O:8][C:9]1[CH:10]=[C:11](CC(O)=O)[CH:12]=[CH:13][CH:14]=1.CN(C=O)C>C(Cl)Cl>[CH3:7][O:8][C:9]1[CH:14]=[C:13]([CH2:1][C:2]([Cl:4])=[O:3])[CH:12]=[CH:11][CH:10]=1. Procedure details: An excess of oxalyl chloride was added dropwise to a stirred mixture of 3-methoxyphenylacetic acid (33.2 g), DMF (4 ml) and methylene chloride (800 ml) and the mixture was stirred at ambient temperature for 65 hours. The mixture was evaporated to leave 3-methoxyphenylacetyl chloride (39.6 g).